From a dataset of the Open Reaction Database (ORD), a public repository of structured organic reaction records. describe an organic reaction: reactants, conditions, products, and yield Starting materials: C1(=CC=CC=C1)S(=O)(=O)CC1=CC=C(C(=C1C(=O)OCC)O)C1=COC=C1 (ethyl 6-(benzenesulphonylmethyl)-3-(furan-3-yl)-2-hydroxybenzoate), C12CCC(CC1)N2S(=O)(=O)CC2=CC=C(C(=C2C(=O)OC)OC)Br (methyl 6-(7-azabicyclo[2.2.1]heptane-7-ylsulphonylmethyl)-3-bromo-2-methoxybenzoate), C12CCC(CC1)N2S(=O)(=O)CC2=CC=C(C(=C2C(=O)OC)OC)Br (methyl 6-(7-azabicyclo[2.2.1]heptane-7-ylsulphonylmethyl)-3-bromo-2-methoxybenzoate). Yields the product C12CCC(CC1)N2S(=O)(=O)CC2=CC=C(C(=C2C(=O)OC)OC)C2=COC=C2 (Methyl 6-(7-azabicyclo[2.2.1]heptane-7-ylsulphonylmethyl)-3-(furan-3-yl)-2-methoxybenzoate). As a reaction SMILES: C1(S(CC2C(C(OCC)=O)=C(O)C([C:23]3[CH:27]=[CH:26][O:25][CH:24]=3)=CC=2)(=O)=O)C=CC=CC=1.[CH:28]12[N:34]([S:35]([CH2:38][C:39]3[C:44]([C:45]([O:47][CH3:48])=[O:46])=[C:43]([O:49][CH3:50])[C:42](Br)=[CH:41][CH:40]=3)(=[O:37])=[O:36])[CH:31]([CH2:32][CH2:33]1)[CH2:30][CH2:29]2>>[CH:28]12[N:34]([S:35]([CH2:38][C:39]3[C:44]([C:45]([O:47][CH3:48])=[O:46])=[C:43]([O:49][CH3:50])[C:42]([C:23]4[CH:27]=[CH:26][O:25][CH:24]=4)=[CH:41][CH:40]=3)(=[O:37])=[O:36])[CH:31]([CH2:32][CH2:33]1)[CH2:30][CH2:29]2. Procedure: Prepared by proceeding in a similar manner to Intermediate 36, starting from methyl 6-(7-azabicyclo[2.2.1]heptane-7-ylsulphonylmethyl)-3-bromo-2-methoxybenzoate (Intermediate 177) as a white solid. Starting materials: CN(C)C=O, Cl, N#CCS(=O)(=O)CCC(F)(F)C(F)(F)F, [H-], FC(F)(F)CCI, [Na+]. Product: N#CC(CCC(F)(F)F)S(=O)(=O)CCC(F)(F)C(F)(F)F. RXN SMILES: [CH3:26][N:27]([CH3:28])[CH:29]=[O:30].[ClH:25].[F:8][C:9]([CH2:10][CH2:11][S:12](=[O:13])(=[O:14])[CH2:15][C:16]#[N:17])([C:18]([F:19])([F:20])[F:21])[F:22].[H-:23].[I:1][CH2:2][CH2:3][C:4]([F:5])([F:6])[F:7].[Na+:24]>>[CH2:2]([CH2:3][C:4]([F:5])([F:6])[F:7])[CH:15]([S:12]([CH2:11][CH2:10][C:9]([F:8])([C:18]([F:19])([F:20])[F:21])[F:22])(=[O:13])=[O:14])[C:16]#[N:17]. Starting materials: CCO, FC(F)(F)c1ccccc1CCl, S=C1NC(c2ccccc2)C(c2ccccc2)N1. RXN SMILES: [CH3:31][CH2:32][OH:33].[F:19][C:20]([c:21]1[c:22]([CH2:23][Cl:24])[cH:25][cH:26][cH:27][cH:28]1)([F:29])[F:30].[c:1]1([CH:7]2[NH:8][C:9](=[S:18])[NH:10][CH:11]2[c:12]2[cH:13][cH:14][cH:15][cH:16][cH:17]2)[cH:2][cH:3][cH:4][cH:5][cH:6]1>>[ClH:24].[c:1]1([CH:7]2[NH:8][C:9]([S:18][CH2:23][c:22]3[c:21]([C:20]([F:19])([F:29])[F:30])[cH:28][cH:27][cH:26][cH:25]3)=[N:10][CH:11]2[c:12]2[cH:13][cH:14][cH:15][cH:16][cH:17]2)[cH:2][cH:3][cH:4][cH:5][cH:6]1. Yields the product Cl, FC(F)(F)c1ccccc1CSC1=NC(c2ccccc2)C(c2ccccc2)N1. The reactants are COC1=NC2=CC=CC=C2C=C1NC(OC1=CC=CC=C1)=O (Phenyl N-(2-methoxyquinolin-3-yl)carbamate), COC1=C(C=CC=C1)N1CCNCC1 (1-(2-methoxyphenyl)piperazine). Yields the product COC1=NC2=CC=CC=C2C=C1NC(=O)N1CCN(CC1)C1=C(C=CC=C1)OC (1-[(2-Methoxyquinolin-3-yl)aminocarbonyl]-4-(2-methoxyphenyl)piperazine). Isolated yield 88.0%. As a reaction SMILES: [CH3:1][O:2][C:3]1[C:12]([NH:13][C:14](=[O:22])OC2C=CC=CC=2)=[CH:11][C:10]2[C:5](=[CH:6][CH:7]=[CH:8][CH:9]=2)[N:4]=1.[CH3:23][O:24][C:25]1[CH:30]=[CH:29][CH:28]=[CH:27][C:26]=1[N:31]1[CH2:36][CH2:35][NH:34][CH2:33][CH2:32]1>>[CH3:1][O:2][C:3]1[C:12]([NH:13][C:14]([N:34]2[CH2:33][CH2:32][N:31]([C:26]3[CH:27]=[CH:28][CH:29]=[CH:30][C:25]=3[O:24][CH3:23])[CH2:36][CH2:35]2)=[O:22])=[CH:11][C:10]2[C:5](=[CH:6][CH:7]=[CH:8][CH:9]=2)[N:4]=1. Procedure details: Phenyl N-(2-methoxyquinolin-3-yl)carbamate and 1-(2-methoxyphenyl)piperazine were reacted by the same way with the example 81 to obtain the titled compound. Starting materials: CCCC[N+](CCCC)(CCCC)CCCC.[F-] (TBAF), [Si](C1=CC=CC=C1)(C1=CC=CC=C1)(C(C)(C)C)OCCCN1C=C(C=2C1=NC=CC2)C=2C(NC(C2C2=CC=CC1=C2OC2=C1C=CC=C2)=O)=O (3-{1-[3-(tert-butyldiphenylsilanyloxy)-propyl]-1H-pyrrolo[2,3-b]pyridin-3-yl}-4-dibenzofuran-4-yl-pyrrole-2,5-dione), 20a. The solvent is C1CCOC1 (THF). Conditions: time 18 hour. Product: C1=CC=C(C=2OC3=C(C21)C=CC=C3)C=3C(NC(C3C3=CN(C2=NC=CC=C23)CCCO)=O)=O (3-(4-dibenzofuranyl)-4-[1-(3-hydroxypropyl)-1H-pyrrolo[2,3-b]pyridin-3-yl]-1H-pyrrole-2,5-dione). The yield is 71.0%. Reaction SMILES: CCCC[N+](CCCC)(CCCC)CCCC.[F-].[Si]([O:36][CH2:37][CH2:38][CH2:39][N:40]1[C:44]2=[N:45][CH:46]=[CH:47][CH:48]=[C:43]2[C:42]([C:49]2[C:50](=[O:68])[NH:51][C:52](=[O:67])[C:53]=2[C:54]2[C:59]3[O:60][C:61]4[CH:66]=[CH:65][CH:64]=[CH:63][C:62]=4[C:58]=3[CH:57]=[CH:56][CH:55]=2)=[CH:41]1)(C(C)(C)C)(C1C=CC=CC=1)C1C=CC=CC=1>C1COCC1>[CH:57]1[C:58]2[C:62]3[CH:63]=[CH:64][CH:65]=[CH:66][C:61]=3[O:60][C:59]=2[C:54]([C:53]2[C:52](=[O:67])[NH:51][C:50](=[O:68])[C:49]=2[C:42]2[C:43]3[C:44](=[N:45][CH:46]=[CH:47][CH:48]=3)[N:40]([CH2:39][CH2:38][CH2:37][OH:36])[CH:41]=2)=[CH:55][CH:56]=1 |f:0.1|. Reported procedure: TBAF (0.7 mL, 0.06 mmol; 1 M solution in THF) was added dropwise to a solution of 3-{1-[3-(tert-butyldiphenylsilanyloxy)-propyl]-1H-pyrrolo[2,3-b]pyridin-3-yl}-4-dibenzofuran-4-yl-pyrrole-2,5-dione Compound 20a (0.03 g, 0.04 mmol) in THF (1 mL) under nitrogen. After 18 hours, the mixture was concentrated and purified by column chromatography (SiO2) to give Compound 29 (0.013 g, 71%) as a yellow solid. 1H NMR (300 MHz, Acetone-d6) δ 8.28 (s, 1H), 8.18 (dd, J=7.7, 1.3 Hz 1H), 8.02 (ddd, J=8.3, 4.5...